This data is from the Open Reaction Database (ORD), a public repository of structured organic reaction records. The task is: describe an organic reaction: reactants, conditions, products, and yield The reactants are C1N(CCC2=CC=CC=C12)CC(CNC(C1=CC(=CC=C1)NC1CCOCC1)=O)O (N-(3-(3,4-dihydroisoquinolin-2(1H)-yl)-2-hydroxypropyl)-3-((tetrahydro-2H-pyran-4-yl)amino)benzamide), CC(=O)O (AcOH), C=O (HCHO), [BH3-]C#N.[Na+] (NaBH3CN). Solvent: CO (MeOH). Reaction conditions: temperature 20 celsius, time 2 hour. Yields the product C1N(CCC2=CC=CC=C12)CC(CNC(C1=CC(=CC=C1)N(C1CCOCC1)C)=O)O (N-(3-(3,4-dihydroisoquinolin-2(1H)-yl)-2-hydroxypropyl)-3-(methyl (tetrahydro-2H-pyran-4-yl)amino)benzamide). Yield: 33.9%. As a reaction SMILES: [CH2:1]1[C:10]2[C:5](=[CH:6][CH:7]=[CH:8][CH:9]=2)[CH2:4][CH2:3][N:2]1[CH2:11][CH:12]([OH:30])[CH2:13][NH:14][C:15](=[O:29])[C:16]1[CH:21]=[CH:20][CH:19]=[C:18]([NH:22][CH:23]2[CH2:28][CH2:27][O:26][CH2:25][CH2:24]2)[CH:17]=1.[CH3:31]C(O)=O.C=O.[BH3-]C#N.[Na+]>CO>[CH2:1]1[C:10]2[C:5](=[CH:6][CH:7]=[CH:8][CH:9]=2)[CH2:4][CH2:3][N:2]1[CH2:11][CH:12]([OH:30])[CH2:13][NH:14][C:15](=[O:29])[C:16]1[CH:21]=[CH:20][CH:19]=[C:18]([N:22]([CH3:31])[CH:23]2[CH2:24][CH2:25][O:26][CH2:27][CH2:28]2)[CH:17]=1 |f:3.4|. Procedure details: To a solution of N-(3-(3,4-dihydroisoquinolin-2(1H)-yl)-2-hydroxypropyl)-3-((tetrahydro-2H-pyran-4-yl)amino)benzamide (300 mg, 0.73 mmol) in MeOH (6 mL) was added AcOH (0.05 mL) and HCHO (548 mg, 7.3 mmol, 40% w/w). The mixture was stirred at 20° C. for 2 h. NaBH3CN (276 mg, 4.38 mmol) was added and the resulting mixture was stirred at 20° C. for 16 h. The reaction solution was concentrated, the residue was washed with water and extracted with EA. The organic layer was concentrated, and the resi... Reactants: CN1N=NN=C1C(C1=CC=CC=C1)=NOCC1=CC=CC(=N1)C=O (6-[({[(1-methyl-1H-tetrazol-5-yl)(phenyl)methylene]amino}oxy)methyl]pyridine-2-carbaldehyde), Cl.NO (hydroxylamine hydrochloride). Run in N1=CC=CC=C1 (pyridine). Reaction conditions: time 6 hour. Product: ON=CC1=CC=CC(=N1)CON=C(C1=CC=CC=C1)C1=NN=NN1C (N-({6-[(hydroxyimino)methyl]pyridin-2-yl}methoxy)-1-(1-methyl-1H-tetrazol-5-yl)-1-phenylmethanimine). Yield: 88.2%. As a reaction SMILES: [CH3:1][N:2]1[C:6]([C:7](=[N:14][O:15][CH2:16][C:17]2[N:22]=[C:21]([CH:23]=O)[CH:20]=[CH:19][CH:18]=2)[C:8]2[CH:13]=[CH:12][CH:11]=[CH:10][CH:9]=2)=[N:5][N:4]=[N:3]1.Cl.[NH2:26][OH:27]>N1C=CC=CC=1>[OH:27][N:26]=[CH:23][C:21]1[N:22]=[C:17]([CH2:16][O:15][N:14]=[C:7]([C:6]2[N:2]([CH3:1])[N:3]=[N:4][N:5]=2)[C:8]2[CH:13]=[CH:12][CH:11]=[CH:10][CH:9]=2)[CH:18]=[CH:19][CH:20]=1 |f:1.2|. Reported procedure: To a solution of 6-[({[(1-methyl-1H-tetrazol-5-yl)(phenyl)methylene]amino}oxy)methyl]pyridine-2-carbaldehyde (1.8 g, 5.58 mmol, 1 eq.) in 10 ml of pyridine was added hydroxylamine hydrochloride 0.427 g, 6.14 mmol, 1.1 eq.). The reaction was stirred for 6 hrs and stood overnight. The pyridine was evaporated, and the residue was partitioned between EtOAc and water. The organic layer was separated, dried over MgSO4 and concentrated to give N-({6-[(hydroxyimino)methyl]pyridin-2-yl}methoxy)-1-(1-meth... Starting materials: COC1=CC=C(C(=O)N=C=S)C=C1 (4-methoxybenzoyl isothiocyanate), NC1=C(C(=O)N)C=CC=C1 (2-aminobenzamide). The solvent is CCOCC (ether), CCOCC (ether). Run at time 8 hour. Yields the product NC(=O)C1=C(C=CC=C1)NC(NC(C1=CC=C(C=C1)OC)=O)=S (N-[[[2-(Aminocarbonyl)phenyl]amino]thioxomethyl]-4-methoxybenzamide). The yield is 833.0%. As a reaction SMILES: [NH2:1][C:2]1[CH:10]=[CH:9][CH:8]=[CH:7][C:3]=1[C:4]([NH2:6])=[O:5].[CH3:11][O:12][C:13]1[CH:23]=[CH:22][C:16]([C:17]([N:19]=[C:20]=[S:21])=[O:18])=[CH:15][CH:14]=1>CCOCC>[NH2:6][C:4]([C:3]1[CH:7]=[CH:8][CH:9]=[CH:10][C:2]=1[NH:1][C:20](=[S:21])[NH:19][C:17](=[O:18])[C:16]1[CH:22]=[CH:23][C:13]([O:12][CH3:11])=[CH:14][CH:15]=1)=[O:5]. Procedure details: To a stirred mixture of 7.5 g of 2-aminobenzamide and 150 ml of ether was added dropwise, a mixture of 1.0 g of 4-methoxybenzoyl isothiocyanate in ether over 15 minutes. After stirring overnight, the solid was collected, giving 14.2 g of the desired product as grey crystals, mp 193°-196° C. Starting materials: CCCOC(=O)c1cc(O)c(O)c(O)c1, CCO, CSC(=S)N1CCNCC1. Yields the product CCCOC(=O)c1cc(O)c(O)c(O)c1CN1CCN(C(=S)SC)CC1. Reaction SMILES: [C:11]([c:12]1[cH:13][c:14]([OH:15])[c:16]([OH:17])[c:18]([OH:19])[cH:20]1)(=[O:21])[O:22][CH2:23][CH2:24][CH3:25].[CH3:26][CH2:27][OH:28].[N:1]1([C:7](=[S:8])[S:9][CH3:10])[CH2:2][CH2:3][NH:4][CH2:5][CH2:6]1>>[N:1]1([C:7](=[S:8])[S:9][CH3:10])[CH2:2][CH2:3][N:4]([CH2:26][c:13]2[c:12]([C:11](=[O:21])[O:22][CH2:23][CH2:24][CH3:25])[cH:20][c:18]([OH:19])[c:16]([OH:17])[c:14]2[OH:15])[CH2:5][CH2:6]1. Reactants: CC(C)(C)OC(=O)NCC(=O)N1CC(C)(C)c2ccc([N+](=O)[O-])cc21, CCO, O. The product is CC(C)(C)OC(=O)NCC(=O)N1CC(C)(C)c2ccc(N)cc21. RXN SMILES: [CH3:1][C:2]1([CH3:25])[CH2:3][N:4]([C:14]([CH2:15][NH:16][C:17](=[O:18])[O:19][C:20]([CH3:21])([CH3:22])[CH3:23])=[O:24])[c:5]2[cH:6][c:7]([N+:11]([O-:12])=[O:13])[cH:8][cH:9][c:10]21.[CH3:27][CH2:28][OH:29].[OH2:26]>>[CH3:1][C:2]1([CH3:25])[CH2:3][N:4]([C:14]([CH2:15][NH:16][C:17](=[O:18])[O:19][C:20]([CH3:21])([CH3:22])[CH3:23])=[O:24])[c:5]2[cH:6][c:7]([NH2:11])[cH:8][cH:9][c:10]21. Reactants: COC([C@@H](NC(C1=CC(=CC=C1)NC(C1=CC=C(C=C1)C(N)=N)=O)=O)CC(=O)OC(C)(C)C)=O (N-[m-(p-amidinobenzamido)benzoyl]-3-(t-butoxycarbonyl)-L-alanine methyl ester), C(Cl)Cl.FC(C(=O)O)(F)F (CH2Cl2 trifluoroacetic acid). Conditions: time 3 hour. Yields the product FC(C(=O)O)(F)F.C(N)(=N)C1=CC=C(C(=O)NC=2C=C(C(=O)N[C@@H](CC(=O)O)C(=O)OC)C=CC2)C=C1 ((S)-3-[m-(p-amidinobenzamido)benzamido]-3-(methoxycarbonyl)propionic acid trifluoroacetate). Isolated yield 75.0%. As a reaction SMILES: [CH3:1][O:2][C:3](=[O:34])[C@H:4]([CH2:26][C:27]([O:29]C(C)(C)C)=[O:28])[NH:5][C:6](=[O:25])[C:7]1[CH:12]=[CH:11][CH:10]=[C:9]([NH:13][C:14](=[O:24])[C:15]2[CH:20]=[CH:19][C:18]([C:21](=[NH:23])[NH2:22])=[CH:17][CH:16]=2)[CH:8]=1.C(Cl)Cl.[F:38][C:39]([F:44])([F:43])[C:40]([OH:42])=[O:41]>>[F:38][C:39]([F:44])([F:43])[C:40]([OH:42])=[O:41].[C:21]([C:18]1[CH:17]=[CH:16][C:15]([C:14]([NH:13][C:9]2[CH:8]=[C:7]([CH:12]=[CH:11][CH:10]=2)[C:6]([NH:5][C@H:4]([C:3]([O:2][CH3:1])=[O:34])[CH2:26][C:27]([OH:29])=[O:28])=[O:25])=[O:24])=[CH:20][CH:19]=1)(=[NH:22])[NH2:23] |f:1.2,3.4|. Reported procedure: A solution of N-[m-(p-amidinobenzamido)benzoyl]-3-(t-butoxycarbonyl)-L-alanine methyl ester hydroidide in CH2Cl2 /trifluoroacetic acid is left to stand at room temperature for 3 hours. After removal of the solvent and recrystallization of the residue from ethanol/ether there is obtained (S)-3-[m-(p-amidinobenzamido)benzamido]-3-(methoxycarbonyl)propionic acid trifluoroacetate in the form of a colourless solid. Yield: 75%, m.p. 132°-134° C. (decomposition). MS: 413 (M+H)+. Reactants: CC(C)(C)OC(=O)c1cccc(-c2ccc(CC3CCN(C4CCCCC4)C3=O)c(Cl)c2)c1, ClCCl, O=C(O)C(F)(F)F. Product: O=C(O)c1cccc(-c2ccc(CC3CCN(C4CCCCC4)C3=O)c(Cl)c2)c1. RXN SMILES: [C:1]([CH3:2])([CH3:3])([CH3:4])[O:5][C:6](=[O:7])[c:8]1[cH:9][c:10](-[c:14]2[cH:15][c:16]([Cl:33])[c:17]([CH2:20][CH:21]3[C:22](=[O:32])[N:23]([CH:26]4[CH2:27][CH2:28][CH2:29][CH2:30][CH2:31]4)[CH2:24][CH2:25]3)[cH:18][cH:19]2)[cH:11][cH:12][cH:13]1.[CH2:41]([Cl:42])[Cl:43].[OH:34][C:35]([C:36]([F:37])([F:38])[F:39])=[O:40]>>[O:5]=[C:6]([OH:7])[c:8]1[cH:9][c:10](-[c:14]2[cH:15][c:16]([Cl:33])[c:17]([CH2:20][CH:21]3[C:22](=[O:32])[N:23]([CH:26]4[CH2:27][CH2:28][CH2:29][CH2:30][CH2:31]4)[CH2:24][CH2:25]3)[cH:18][cH:19]2)[cH:11][cH:12][cH:13]1. The reactants are O=S(=O)(NCc1cc(CBr)cs1)c1ccccc1, O=C([O-])[O-], COS(=O)(=O)OC, CC(C)=O, [K+], [K+]. Yields the product CN(Cc1cc(CBr)cs1)S(=O)(=O)c1ccccc1. Reaction SMILES: [Br:1][CH2:2][c:3]1[cH:4][c:5]([CH2:8][NH:9][S:10](=[O:11])(=[O:12])[c:13]2[cH:14][cH:15][cH:16][cH:17][cH:18]2)[s:6][cH:7]1.[C:26](=[O:27])([O-:28])[O-:29].[CH3:19][O:20][S:21]([O:22][CH3:23])(=[O:24])=[O:25].[CH3:32][C:33](=[O:34])[CH3:35].[K+:30].[K+:31]>>[Br:1][CH2:2][c:3]1[cH:4][c:5]([CH2:8][N:9]([S:10](=[O:11])(=[O:12])[c:13]2[cH:14][cH:15][cH:16][cH:17][cH:18]2)[CH3:19])[s:6][cH:7]1. The reactants are ClC1=CC=C(C=N1)C#N (6-chloropyridine-3-carbonitrile), C(C=C)[Sn](CCCC)(CCCC)CCCC (allyl tri-n-butyltin). Reagents/catalysts: Cl[Pd]([P](C1=CC=CC=C1)(C2=CC=CC=C2)C3=CC=CC=C3)([P](C4=CC=CC=C4)(C5=CC=CC=C5)C6=CC=CC=C6)Cl (Pd(PPh3)2Cl2). Solvent: CCOC(=O)C (EtOAc), CN(C)C=O (DMF). Run at temperature 90 celsius, time 3 hour. Product: C(C=C)C1=CC=C(C=N1)C#N (6-(Prop-2-en-1-yl)pyridine-3-carbonitrile). Reaction SMILES: Cl[C:2]1[N:7]=[CH:6][C:5]([C:8]#[N:9])=[CH:4][CH:3]=1.[CH2:10]([Sn](CCCC)(CCCC)CCCC)[CH:11]=[CH2:12]>CN(C=O)C.CCOC(C)=O.Cl[Pd](Cl)([P](C1C=CC=CC=1)(C1C=CC=CC=1)C1C=CC=CC=1)[P](C1C=CC=CC=1)(C1C=CC=CC=1)C1C=CC=CC=1>[CH2:12]([C:2]1[N:7]=[CH:6][C:5]([C:8]#[N:9])=[CH:4][CH:3]=1)[CH:11]=[CH2:10] |^1:39,58|. Procedure details: A mixture of 6-chloropyridine-3-carbonitrile (7.0 g, 50 mmol), allyl tri-n-butyltin (18.2 g, 55.0 mmol) and Pd(PPh3)2Cl2 (1 g) in 80 mL DMF was stirred at 90° C. for 3 hours. The mixture was cooled down and diluted with 1 L of EtOAc, washed with water (100 mL×2) and brine (100 mL), then concentrated. The residue was purified by column chromatography (PE:EtOAc=10:1) to afford the title compound. Reactants: COC=1C=CC(=CC1OC)CC2=C3C=C(C(=CC3=CC=N2)OC)OC.Cl (Papaverine hydrochloride), C(C(=O)C1=CC=CC=C1)Br (phenacyl bromide), COC=1C=CC(=CC1OC)CC2=C3C=C(C(=CC3=CC=N2)OC)OC (papaverine), hydrochloride salt. Solvent: CC(=O)C (acetone). The product is C=1C=CN2C1C1=CC=CC=C1C=C2 (pyrrolo[2,1-a]isoquinoline), COC=1C=CC(=CC1OC)CC2=C3C=C(C(=CC3=CC=N2)OC)OC.Br (papaverine hydrobromide). Yield: 97.0%. As a reaction SMILES: COC1C=[CH:5][C:6]([CH2:11][C:12]2[N:21]=[CH:20][CH:19]=[C:18]3[C:13]=2[CH:14]=[C:15](OC)[C:16](OC)=[CH:17]3)=CC=1OC.[CH3:26][O:27][C:28]1[CH:29]=[CH:30][C:31]([CH2:36][C:37]2[N:46]=[CH:45][CH:44]=[C:43]3[C:38]=2[CH:39]=[C:40]([O:49][CH3:50])[C:41]([O:47][CH3:48])=[CH:42]3)=[CH:32][C:33]=1[O:34][CH3:35].Cl.C([Br:61])C(C1C=CC=CC=1)=O>CC(C)=O>[CH:11]1[CH:6]=[CH:5][N:21]2[CH:20]=[CH:19][C:18]3[C:13](=[CH:14][CH:15]=[CH:16][CH:17]=3)[C:12]=12.[CH3:26][O:27][C:28]1[CH:29]=[CH:30][C:31]([CH2:36][C:37]2[N:46]=[CH:45][CH:44]=[C:43]3[C:38]=2[CH:39]=[C:40]([O:49][CH3:50])[C:41]([O:47][CH3:48])=[CH:42]3)=[CH:32][C:33]=1[O:34][CH3:35].[BrH:61] |f:1.2,6.7|. Reported procedure: A series of novel pyrrolo[2,1-a]isoquinoline dyes was prepared from readily available starting materials via a simple synthetic pathway. One such starting material is papaverine, a naturally occurring alkaloid that is relatively inexpensive and commercially available as its hydrochloride salt. Papaverine hydrochloride was converted to its free base in 97% yield. The free base was subsequently alkylated with phenacyl bromide in refluxing acetone to give 1 in 56% yield (Scheme 1). Refluxing the mi...